describe an organic reaction: reactants, conditions, products, and yield From a dataset of the Open Reaction Database (ORD), a public repository of structured organic reaction records. Starting materials: C1CCOC1, COc1cc([N+](=O)[O-])c2ncccc2c1Oc1ccc(F)cc1F. Product: COc1cc(N)c2ncccc2c1Oc1ccc(F)cc1F. Reaction SMILES: [CH2:25]1[O:26][CH2:27][CH2:28][CH2:29]1.[F:1][c:2]1[c:3]([O:4][c:5]2[c:6]3[cH:7][cH:8][cH:9][n:10][c:11]3[c:12]([N+:17]([O-:18])=[O:19])[cH:13][c:14]2[O:15][CH3:16])[cH:20][cH:21][c:22]([F:24])[cH:23]1>>[F:1][c:2]1[c:3]([O:4][c:5]2[c:6]3[cH:7][cH:8][cH:9][n:10][c:11]3[c:12]([NH2:17])[cH:13][c:14]2[O:15][CH3:16])[cH:20][cH:21][c:22]([F:24])[cH:23]1.